Dataset: the Open Reaction Database (ORD), a public repository of structured organic reaction records. Task: describe an organic reaction: reactants, conditions, products, and yield The reactants are COC=C(C(=O)OC)c1ccccc1CBr, COC=C(C(=O)OC)c1ccccc1Cn1c(OC(C)C)nc(C(F)(F)F)cc1=O, CCCCCCCC, CC(C)=O, CC(C)Oc1nc(O)cc(C(F)(F)F)n1, O, CCOP(OCC)OCC. Product: COC=C(C(=O)OC)c1ccccc1COc1cc(C(F)(F)F)nc(OC(C)C)n1. RXN SMILES: [CH3:26][O:27][CH:28]=[C:29]([C:30](=[O:31])[O:32][CH3:33])[c:34]1[c:35]([CH2:40][Br:41])[cH:36][cH:37][cH:38][cH:39]1.[CH3:42][O:43][CH:44]=[C:45]([c:46]1[cH:47][cH:48][cH:49][cH:50][c:51]1[CH2:52][n:53]1[c:54](=[O:55])[cH:56][c:57]([C:58]([F:59])([F:60])[F:61])[n:62][c:63]1[O:64][CH:65]([CH3:66])[CH3:67])[C:68]([O:69][CH3:70])=[O:71].[CH3:72][CH2:73][CH2:74][CH2:75][CH2:76][CH2:77][CH2:78][CH3:79].[CH3:80][C:81](=[O:82])[CH3:83].[CH:1]([CH3:2])([CH3:3])[O:4][c:5]1[n:6][c:7]([C:12]([F:13])([F:14])[F:15])[cH:8][c:9]([OH:11])[n:10]1.[OH2:84].[P:16]([O:17][CH2:18][CH3:19])([O:20][CH2:21][CH3:22])[O:23][CH2:24][CH3:25]>>[CH:1]([CH3:2])([CH3:3])[O:4][c:5]1[n:6][c:7]([C:12]([F:13])([F:14])[F:15])[cH:8][c:9]([O:11][CH2:40][c:35]2[c:34]([C:29](=[CH:28][O:27][CH3:26])[C:30](=[O:31])[O:32][CH3:33])[cH:39][cH:38][cH:37][cH:36]2)[n:10]1. Starting materials: C(CCl)Cl (EDC), Cl.O=C1CCCC2=C(N1)N=CC(=C2)/C=C/C(=O)O ((E)-3-(8-oxo-6,7,8,9-tetrahydro-5H-pyrido[2,3-b]azepin-3-yl)acrylic acid hydrochloride salt), CC=1NC2=CC=CC=C2C1CNC (2-methyl-3-(methylaminomethyl)indole), C=1C=CC2=C(C1)N=NN2O.O (HOBt H2O), C(C)(C)N(CC)C(C)C (diisopropylethylamine). Run in CN(C)C=O (DMF). Reaction conditions: time 8 hour. The product is CCCCCCCCCCCCCCC/C=C/CC1CC(=O)OC1=O (ODSA), CN(C(\C=C\C1=CC2=C(NC(CCC2)=O)N=C1)=O)CC1=C(NC2=CC=CC=C12)C ((E)-N-methyl-N-(2-methyl-1H-indol-3-ylmethyl)-3-(8-oxo-6,7,8,9-tetrahydro-5H-pyrido[2,3-b]azepin-3-yl)acrylamide). Isolated yield 76.9%. As a reaction SMILES: [CH2:1](Cl)[CH2:2]Cl.Cl.[O:6]=[C:7]1[NH:13][C:12]2[N:14]=[CH:15][C:16](/[CH:18]=[CH:19]/[C:20]([OH:22])=[O:21])=[CH:17][C:11]=2[CH2:10][CH2:9][CH2:8]1.[CH3:23][C:24]1[NH:25][C:26]2[C:31]([C:32]=1[CH2:33][NH:34][CH3:35])=[CH:30][CH:29]=[CH:28][CH:27]=2.[CH:36]1C=CC2N(O)N=NC=2C=1.[OH2:46].C(N(C(C)C)CC)(C)C>CN(C=O)C>[CH3:36][CH2:30][CH2:29][CH2:28][CH2:27][CH2:26][CH2:31][CH2:32][CH2:24][CH2:23][CH2:7][CH2:8][CH2:9][CH2:10][CH2:11]/[CH:17]=[CH:16]/[CH2:18][CH:19]1[C:20](=[O:21])[O:22][C:2](=[O:46])[CH2:1]1.[CH3:35][N:34]([CH2:33][C:32]1[C:31]2[C:26](=[CH:27][CH:28]=[CH:29][CH:30]=2)[NH:25][C:24]=1[CH3:23])[C:20](=[O:22])/[CH:19]=[CH:18]/[C:16]1[CH:15]=[N:14][C:12]2[NH:13][C:7](=[O:6])[CH2:8][CH2:9][CH2:10][C:11]=2[CH:17]=1 |f:1.2,4.5|. Procedure: EDC (0.18 g, 0.96 mmole) was added to a solution of (E)-3-(8-oxo-6,7,8,9-tetrahydro-5H-pyrido[2,3-b]azepin-3-yl)acrylic acid hydrochloride salt (0.24 g, 0.87 mmole), 2-methyl-3-(methylaminomethyl)indole (0.15 g, 0.87 mmole), HOBt H2O (0.13 g., 0.96 mmole) and diisopropylethylamine (0.45 mL, 2.61 mmole) in DMF (15 mL) at RT. The reaction was stirred overnight then was concentrated in vacuo. The residue was diluted with water and extracted with ethyl acetate. The combined organic extracts were was...